This data is from the Open Reaction Database (ORD), a public repository of structured organic reaction records. The task is: describe an organic reaction: reactants, conditions, products, and yield The reactants are COCC#Cc1ccc(N)c2occc12, CN([SiH](C)C)[Si](C)(C)C, COc1cc2c(Cl)c(C#N)cnc2cc1OCCCN1CCN(C)CC1, [Na], CN(C)C=O. The product is COCC#Cc1ccc(Nc2c(C#N)cnc3cc(OCCCN4CCN(C)CC4)c(OC)cc23)c2occc12. Reaction SMILES: [CH3:11][O:12][CH2:13][C:14]#[C:15][c:16]1[cH:17][cH:18][c:19]([NH2:25])[c:20]2[c:21]1[cH:22][cH:23][o:24]2.[CH3:1][SiH:2]([CH3:3])[N:4]([CH3:5])[Si:6]([CH3:7])([CH3:8])[CH3:9].[Cl:26][c:27]1[c:28]([C:50]#[N:51])[cH:29][n:30][c:31]2[cH:32][c:33]([O:39][CH2:40][CH2:41][CH2:42][N:43]3[CH2:44][CH2:45][N:46]([CH3:49])[CH2:47][CH2:48]3)[c:34]([O:37][CH3:38])[cH:35][c:36]12.[Na:10].[O:52]=[CH:53][N:54]([CH3:55])[CH3:56]>>[CH3:11][O:12][CH2:13][C:14]#[C:15][c:16]1[cH:17][cH:18][c:19]([NH:25][c:27]2[c:28]([C:50]#[N:51])[cH:29][n:30][c:31]3[cH:32][c:33]([O:39][CH2:40][CH2:41][CH2:42][N:43]4[CH2:44][CH2:45][N:46]([CH3:49])[CH2:47][CH2:48]4)[c:34]([O:37][CH3:38])[cH:35][c:36]23)[c:20]2[c:21]1[cH:22][cH:23][o:24]2.